The task is: describe an organic reaction: reactants, conditions, products, and yield. This data is from the Open Reaction Database (ORD), a public repository of structured organic reaction records. Solvent: CC(=O)C (acetone). Product: ClC1=C(C=CC(=C1)Cl)CC(C(CN1N=CN=C1)=O)(C)C (4-(2,4-dichlorophenyl)-3,3-dimethyl-1-(1,2,4-triazol-1-yl)-2-butanone). Procedure details: 30 g (0.09 mole) of 1-bromo-4-(2,4-dichlorophenyl)-3,3-dimethyl-2-butanone, 12.4 g (0.18 mole) of 1,2,4-triazole and 24.8 g (0.18 mole) of potassium carbonate are heated under reflux in 300 ml of acetone for 6 hours. The mixture is then allowed to cool and is filtered with suction and the mother liquor is concentrated in vacuo. The residue is taken up in methylene chloride and the mixture is washed with water, dried over sodium sulphate and concentrated in vacuo. The residue is recrystallised fr... Starting materials: BrCC(C(CC1=C(C=C(C=C1)Cl)Cl)(C)C)=O (1-bromo-4-(2,4-dichlorophenyl)-3,3-dimethyl-2-butanone), N1N=CN=C1 (1,2,4-triazole), C([O-])([O-])=O.[K+].[K+] (potassium carbonate). RXN SMILES: Br[CH2:2][C:3](=[O:16])[C:4]([CH3:15])([CH3:14])[CH2:5][C:6]1[CH:11]=[CH:10][C:9]([Cl:12])=[CH:8][C:7]=1[Cl:13].[NH:17]1[CH:21]=[N:20][CH:19]=[N:18]1.C(=O)([O-])[O-].[K+].[K+]>CC(C)=O>[Cl:13][C:7]1[CH:8]=[C:9]([Cl:12])[CH:10]=[CH:11][C:6]=1[CH2:5][C:4]([CH3:15])([CH3:14])[C:3](=[O:16])[CH2:2][N:17]1[CH:21]=[N:20][CH:19]=[N:18]1 |f:2.3.4|. Yield: 45.6%.